This data is from the Open Reaction Database (ORD), a public repository of structured organic reaction records. The task is: describe an organic reaction: reactants, conditions, products, and yield The reactants are C12(C(=O)CC(CC1)C2(C)C)C (camphor), C[O-].[Na+] (sodium methylate), O (water), C(CCC)OC1=CC=C(C=O)C=C1 (p-butoxybenzaldehyde). Run in C1(=CC=CC=C1)C (toluene). Product: C(CCC)OC1=CC=C(C=C2C(C3(CCC2C3(C)C)C)=O)C=C1 (3-(4'-Butoxybenzylidene)-bornan-2-one). RXN SMILES: [C:1]12([CH3:11])[C:8]([CH3:10])([CH3:9])[CH:5]([CH2:6][CH2:7]1)[CH2:4][C:2]2=[O:3].C[O-].[Na+].[CH2:15]([O:19][C:20]1[CH:27]=[CH:26][C:23]([CH:24]=O)=[CH:22][CH:21]=1)[CH2:16][CH2:17][CH3:18].O>C1(C)C=CC=CC=1>[CH2:15]([O:19][C:20]1[CH:21]=[CH:22][C:23]([CH:24]=[C:4]2[CH:5]3[C:8]([CH3:10])([CH3:9])[C:1]([CH3:11])([CH2:7][CH2:6]3)[C:2]2=[O:3])=[CH:26][CH:27]=1)[CH2:16][CH2:17][CH3:18] |f:1.2|. Procedure details: A solution of 100 millimols (15.2 g) of camphor in 250 ml of toluene is heated for 1 hour at the boil with 100 mmols (5.4 g) of sodium methylate. After cooling, 100 mmols (17.8 g) of p-butoxybenzaldehyde are introduced and the mixture is heated at the reflux temperature for 4 hours. The reaction mixture is cooled and 50 ml of water are then added; the toluene phase is separated off, washed with water, dried over sodium sulphate and concentrated to dryness. The solid residue is crystallised from ... Starting materials: BrC/C=C/C(=O)O ((2E)-4-Bromobut-2-enoic acid), CN(C(=O)N1CCNCC1)C (piperazine-1-carboxylic acid dimethylamide), ClC=1C=C(C=CC1Cl)NC=1C2=C(N=CN1)SC1=C2CCNC1 (N-(3,4-Dichlorophenyl)-5,6,7,8-tetrahydropyrido[4′,3′:4,5]thieno[2,3-d]pyrimidin-4-amine), CCN(C(C)C)C(C)C (DIPEA), CCN=C=NCCCN(C)C (EDCI), CCN(C(C)C)C(C)C (DIPEA). Solvent: C(Cl)Cl (DCM), O (water). Conditions: time 2 hour. Product: ClC=1C=C(C=CC1Cl)NC=1C2=C(N=CN1)SC1=C2CCN(C1)C(/C=C/CN1CCN(CC1)C(=O)N(C)C)=O (4-[(2E)-4-{4-[(3,4-Dichlorophenyl)amino]-5,8-dihydropyrido[4′,3′:4,5]thieno[2,3-d]pyrimidin-7(6H)-yl}-4-oxobut-2-en-1-yl]-N,N-dimethylpiperazine-1-carboxamide). Isolated yield 23.9%. As a reaction SMILES: Br[CH2:2]/[CH:3]=[CH:4]/[C:5]([OH:7])=O.[CH3:8][N:9]([CH3:18])[C:10]([N:12]1[CH2:17][CH2:16][NH:15][CH2:14][CH2:13]1)=[O:11].CCN(C(C)C)C(C)C.[Cl:28][C:29]1[CH:30]=[C:31]([NH:36][C:37]2[C:38]3[C:45]4[CH2:46][CH2:47][NH:48][CH2:49][C:44]=4[S:43][C:39]=3[N:40]=[CH:41][N:42]=2)[CH:32]=[CH:33][C:34]=1[Cl:35].CCN=C=NCCCN(C)C>C(Cl)Cl.O>[Cl:28][C:29]1[CH:30]=[C:31]([NH:36][C:37]2[C:38]3[C:45]4[CH2:46][CH2:47][N:48]([C:5](=[O:7])/[CH:4]=[CH:3]/[CH2:2][N:15]5[CH2:14][CH2:13][N:12]([C:10]([N:9]([CH3:18])[CH3:8])=[O:11])[CH2:17][CH2:16]5)[CH2:49][C:44]=4[S:43][C:39]=3[N:40]=[CH:41][N:42]=2)[CH:32]=[CH:33][C:34]=1[Cl:35]. Reported procedure: (2E)-4-Bromobut-2-enoic acid (106 mg, 0.64 mmol) and piperazine-1-carboxylic acid dimethylamide (107 mg, 0.68 mmol) were dissolved in DCM (5.0 mL), and DIPEA (111 mg, 0.85 mmol) was added. The mixture was stirred at rt for 2 h. Subsequently, the compound from Example 15A (150 mg, 0.43 mmol), DIPEA (55 mg, 0.43 mmol) and EDCI (82 mg, 0.43 mmol) were added. The reaction mixture was stirred at rt overnight. Then, water was added, and the mixture was extracted three times with DCM. The combined orga... Reactants: CO, CON=C(C)C(C)=CC(=O)OC, [Na+], [OH-]. The product is CON=C(C)C(C)=CC(=O)O. RXN SMILES: [CH3:15][OH:16].[CH3:1][O:2][N:3]=[C:4]([C:5](=[CH:6][C:7](=[O:8])[O:9][CH3:10])[CH3:11])[CH3:12].[Na+:14].[OH-:13]>>[CH3:1][O:2][N:3]=[C:4]([C:5](=[CH:6][C:7](=[O:8])[OH:9])[CH3:11])[CH3:12].